Dataset: the Open Reaction Database (ORD), a public repository of structured organic reaction records. Task: describe an organic reaction: reactants, conditions, products, and yield Starting materials: C(C)(=O)N1C(C(C2=CC=CC=C12)=C(C1=CC=CC=C1)OCC)=O (1-acetyl-3-(1-ethoxy-1-phenyl-methylidene)-2-indolinone), C(C=1C(N)=CC=CC1)(=O)OC (methyl anthranilate), [OH-].[Na+] (sodium hydroxide). The solvent is CN(C)C=O (DMF), CO (methanol). Product: COC(=O)C1=C(C=CC=C1)N\C(\C1=CC=CC=C1)=C\1/C(NC2=CC=CC=C12)=O ((Z)-3-[1-(2-methoxycarbonyl-phenylamino)-1-phenyl-methylidene]-2-indolinone). Reaction SMILES: C([N:4]1[C:12]2[C:7](=[CH:8][CH:9]=[CH:10][CH:11]=2)[C:6](=[C:13](OCC)[C:14]2[CH:19]=[CH:18][CH:17]=[CH:16][CH:15]=2)[C:5]1=[O:23])(=O)C.[C:24]([O:33][CH3:34])(=[O:32])[C:25]1[C:26](=[CH:28][CH:29]=[CH:30][CH:31]=1)[NH2:27].[OH-].[Na+]>CN(C=O)C.CO>[CH3:34][O:33][C:24]([C:25]1[CH:31]=[CH:30][CH:29]=[CH:28][C:26]=1[NH:27]/[C:13](=[C:6]1\[C:5](=[O:23])[NH:4][C:12]2[C:7]\1=[CH:8][CH:9]=[CH:10][CH:11]=2)/[C:14]1[CH:15]=[CH:16][CH:17]=[CH:18][CH:19]=1)=[O:32] |f:2.3|. Procedure details: Prepared analogously to Example 1 from 1-acetyl-3-(1-ethoxy-1-phenyl-methylidene)-2-indolinone and methyl anthranilate in DMF and subsequent brief treatment with sodium hydroxide solution in methanol. Reactants: FCC12CCN(C2CN(C1)C(=O)OCC)C (ethyl 5-fluoromethyl-2-methyl -2,7-diazabicyclo[3.3.0]octane-7-carboxylate). Solvent: Cl (hydrochloric acid). Yields the product FCC12CCN(C2CNC1)C (5-Fluoromethyl-2-methyl-2,7-diazabicyclo[3.3.0]-octane). As a reaction SMILES: [F:1][CH2:2][C:3]12[CH2:10][N:9](C(OCC)=O)[CH2:8][CH:7]1[N:6]([CH3:16])[CH2:5][CH2:4]2>Cl>[F:1][CH2:2][C:3]12[CH2:10][NH:9][CH2:8][CH:7]1[N:6]([CH3:16])[CH2:5][CH2:4]2. Procedure details: 7.1 g (26 mmol) of ethyl 5-fluoromethyl-2-methyl -2,7-diazabicyclo[3.3.0]octane-7-carboxylate are heated under reflux overnight in 100 ml of concentrated hydrochloric acid. The mixture is concentrated, the residue is taken up in 20 ml of water, the mixture is rendered alkaline with potassium carbonate and extracted ten times using 50 ml of chloroform each time, the extracts are dried over potassium carbonate and concentrated, and the residue is distilled. Yields the product O[C@@H](C)[C@@H](CCC1=C(C=CC=C1)Cl)N1C=NC(=C1)C(=O)N (1-[(2S,3R)-2-hydroxy-5-(2-chlorophenyl)-3-pentyl]imidazole-4-carboxamide). Procedure details: A mixture of 1-[(2S,3R)-2-(benzyloxy)-5-(2-chlorophenyl)-3-pentyl]imidazole-4-carboxamide (obtained in Example 3(9))(40 mg) and iodotrimethylsilane (0.02 ml) in chloroform (1 ml) was stirred at room temperature for 2 hours. The mixture was poured into methanol and the whole was evaporated in vacuo. The residue was taken up in ethyl acetate, washed with water, aqueous sodium bisulfite and sodium bicarbonate, successively, and dried. The residue left after evaporation of solvent was purified by co... Run at time 2 hour. Reactants: C(C1=CC=CC=C1)O[C@@H](C)[C@@H](CCC1=C(C=CC=C1)Cl)N1C=NC(=C1)C(=O)N (1-[(2S,3R)-2-(benzyloxy)-5-(2-chlorophenyl)-3-pentyl]imidazole-4-carboxamide), I[Si](C)(C)C (iodotrimethylsilane), CO (methanol). As a reaction SMILES: C([O:8][C@H:9]([C@H:11]([N:21]1[CH:25]=[C:24]([C:26]([NH2:28])=[O:27])[N:23]=[CH:22]1)[CH2:12][CH2:13][C:14]1[CH:19]=[CH:18][CH:17]=[CH:16][C:15]=1[Cl:20])[CH3:10])C1C=CC=CC=1.I[Si](C)(C)C.CO>C(Cl)(Cl)Cl>[OH:8][C@H:9]([C@H:11]([N:21]1[CH:25]=[C:24]([C:26]([NH2:28])=[O:27])[N:23]=[CH:22]1)[CH2:12][CH2:13][C:14]1[CH:19]=[CH:18][CH:17]=[CH:16][C:15]=1[Cl:20])[CH3:10]. The solvent is C(Cl)(Cl)Cl (chloroform). Yield: 19.7%. Reactants: COC1=CC=C(C=O)C=C1 (4-Methoxy-benzaldehyde), [N+](=O)([O-])[O-].[NH4+] (ammonium nitrate), FC(C(=O)OC(C(F)(F)F)=O)(F)F (trifluoroacetic anhydride). Run at temperature 0 celsius, time 15 minute. Product: COC1=C(C=C(C=O)C=C1)[N+](=O)[O-] (4-Methoxy-3-nitro-benzaldehyde). RXN SMILES: [CH3:1][O:2][C:3]1[CH:10]=[CH:9][C:6]([CH:7]=[O:8])=[CH:5][CH:4]=1.[N+:11]([O-])([O-:13])=[O:12].[NH4+].FC(F)(F)C(OC(=O)C(F)(F)F)=O>>[CH3:1][O:2][C:3]1[CH:10]=[CH:9][C:6]([CH:7]=[O:8])=[CH:5][C:4]=1[N+:11]([O-:13])=[O:12] |f:1.2|. Procedure details: 4-Methoxy-benzaldehyde (1 g, 7.34 mmol) was added to a mixture of ammonium nitrate (0.58 g, 7.34 mmol) and trifluoroacetic anhydride (3.56 mL, 25.69 mmol), which was cooled to 0° C. The reaction mixture was stirred at 0° C. for 15 min and then allowed to stir at room temperature for about 7 h. Ice was added and stirred for 30 min. The solid obtained was filtered, washed with cold water (3×5 mL) and dried. The reactants are C(C1=CC=CC=C1)OC(C(CC=O)NC(=O)OC(C)(C)C)=O (2-tert-Butoxycarbonylamino-4-oxo-butyric acid benzyl ester), CC(=O)O (AcOH), C(=O)(C)O[Na] (AcONa), N[C@@H](CS)C(=O)OC.Cl (L-Cys-OMe.HCl). Solvent: C(C)O (ethanol), O (water), O (water). Run at time 8 hour. Product: COC(=O)C1NC(SC1)CC(NC(=O)OC(C)(C)C)C(=O)OCC1=CC=CC=C1 (2-(2-Benzyloxycarbonyl-2-tert-butoxycarbonylamino-ethyl)-thiazolidine-4-carboxylic acid methyl ester). Isolated yield 83.8%. RXN SMILES: [CH2:1]([O:8][C:9](=[O:22])[CH:10]([NH:14][C:15]([O:17][C:18]([CH3:21])([CH3:20])[CH3:19])=[O:16])[CH2:11][CH:12]=O)[C:2]1[CH:7]=[CH:6][CH:5]=[CH:4][CH:3]=1.CC(O)=O.C(O[Na])(C)=O.[NH2:32][C@H:33]([C:36]([O:38][CH3:39])=[O:37])[CH2:34][SH:35].Cl>C(O)C.O>[CH3:39][O:38][C:36]([CH:33]1[CH2:34][S:35][CH:12]([CH2:11][CH:10]([C:9]([O:8][CH2:1][C:2]2[CH:7]=[CH:6][CH:5]=[CH:4][CH:3]=2)=[O:22])[NH:14][C:15]([O:17][C:18]([CH3:21])([CH3:20])[CH3:19])=[O:16])[NH:32]1)=[O:37] |f:3.4|. Reported procedure: To a solution of 2 (0.7 g, 2.25 mmol), AcOH (0.14 g, 2.25 mmol), AcONa (0.38 g, 4.50 mmol) in ethanol and water (10:1, 11 mL) was added L-Cys-OMe.HCl (0.39 g, 2.25 mmol). After being stirred overnight, the mixture was poured into 100 mL water, extracted with ethyl acetate, and the organic phase was dried and concentrated to give an oily crude product (0.8 g, 82%), which was used directly in the next step. 1H NMR (400 MHz, CDCl3) δ1.43 (s, 9 H), 1.95-2.15 (m, 2 H), 2.29-2.41 (m, 1H), 2.87 (m, 1 H... The reactants are C(C)(C)N1CCN(CC1)C1=NC=CC(=C1)NC(C)=O (N-[2-(4-isopropyl-piperazin-1-yl)-pyridin-4-yl]-acetamide), Cl (HCl). Solvent: O1CCOCC1 (dioxane). Conditions: temperature 100 celsius. Product: C(C)(C)N1CCN(CC1)C1=NC=CC(=C1)N (2-(4-Isopropyl-piperazin-1-yl)-pyridin-4-ylamine). Isolated yield 56.7%. Reaction SMILES: [CH:1]([N:4]1[CH2:9][CH2:8][N:7]([C:10]2[CH:15]=[C:14]([NH:16]C(=O)C)[CH:13]=[CH:12][N:11]=2)[CH2:6][CH2:5]1)([CH3:3])[CH3:2].Cl>O1CCOCC1>[CH:1]([N:4]1[CH2:5][CH2:6][N:7]([C:10]2[CH:15]=[C:14]([NH2:16])[CH:13]=[CH:12][N:11]=2)[CH2:8][CH2:9]1)([CH3:3])[CH3:2]. Procedure details: A mixture of 2.1 g (8 mmol) N-[2-(4-isopropyl-piperazin-1-yl)-pyridin-4-yl]-acetamide and 10.5 ml 4N HCl in 25 ml dioxane was heated to 100° C. for 2 h. After evaporation of all volatiles the residue was treated with water and NaHCO3 aq. sat. and extracted with DCM. The combined organic layers were washed with NaCl aq. sat., dried with MgSO4 and evaporated. The residue was triturated with DCM and dried to yield 1 g (57%) of the title compounds as white solid. MS: (m/e): 221.3 (MH+). Starting materials: C(C1=CC=CC=C1)OC1=C2N(C(=NC1=O)CC1(CCCC1)C1=NC=CC=C1)CCN(C2=O)CC2CC2 (9-benzyloxy-2-cyclopropylmethyl-6-(1-pyridin-2-yl-cyclopentylmethyl)-3,4-dihydro-2H-pyrazino[1,2-c]pyrimidine-1,8-dione), [H][H] (hydrogen), CO (methanol). The reagents and catalysts are [Pd] (Pd—C). The solvent is C(C)O (ethanol), ClCCl (dichloromethane). Product: OC1=C2N(C(=NC1=O)CC1(CCCC1)C1=NC=CC=C1)CCN(C2=O)C (9-hydroxy-2-methyl-6-(1-pyridin-2-yl-cyclopentylmethyl)-3,4-dihydro-2H-pyrazino[1,2-c]pyrimidine-1,8-dione). Yield: 91.8%. Reaction SMILES: C([O:8][C:9]1[C:14](=[O:15])[N:13]=[C:12]([CH2:16][C:17]2([C:22]3[CH:27]=[CH:26][CH:25]=[CH:24][N:23]=3)[CH2:21][CH2:20][CH2:19][CH2:18]2)[N:11]2[CH2:28][CH2:29][N:30]([CH2:33]C3CC3)[C:31](=[O:32])[C:10]=12)C1C=CC=CC=1.[H][H].CO>C(O)C.ClCCl.[Pd]>[OH:8][C:9]1[C:14](=[O:15])[N:13]=[C:12]([CH2:16][C:17]2([C:22]3[CH:27]=[CH:26][CH:25]=[CH:24][N:23]=3)[CH2:18][CH2:19][CH2:20][CH2:21]2)[N:11]2[CH2:28][CH2:29][N:30]([CH3:33])[C:31](=[O:32])[C:10]=12. Reported procedure: To a stirred solution of 9-benzyloxy-2-cyclopropylmethyl-6-(1-pyridin-2-yl-cyclopentylmethyl)-3,4-dihydro-2H-pyrazino[1,2-c]pyrimidine-1,8-dione (448) (40 mg, 0.083 mmol) in ethanol (3 mL), Pd—C (10%, w/w, 10 mg) was added. The reaction mixture was allowed stir for 1 h in a hydrogen atmosphere at balloon pressure while silica thin layer chromatography was performed (10% methanol in dichloromethane; Rf=0.3). After completion of the reaction, the reaction mixture was filtered through a celite bed ... The product is BrC1=C(C=CC=C1)C1OCCCO1 (2-(2-Bromophenyl)-[1,3]dioxane). Starting materials: BrC1=C(C=O)C=CC=C1 (ortho-Bromobenzaldehyde), C(CCO)O (1,3 propanediol), O.C1(=CC=C(C=C1)S(=O)(=O)O)C (p-toluenesulfonic acid monohydrate). Reaction SMILES: [Br:1][C:2]1[CH:9]=[CH:8][CH:7]=[CH:6][C:3]=1[CH:4]=[O:5].[CH2:10](O)[CH2:11][CH2:12][OH:13].O.C1(C)C=CC(S(O)(=O)=O)=CC=1>C1C=CC=CC=1>[Br:1][C:2]1[CH:9]=[CH:8][CH:7]=[CH:6][C:3]=1[CH:4]1[O:13][CH2:12][CH2:11][CH2:10][O:5]1 |f:2.3|. The solvent is C1=CC=CC=C1 (benzene). Procedure details: ortho-Bromobenzaldehyde (4a) (8 g, 43.24 mmol) was stirred with 1,3 propanediol (4.7 ml, 64.86 mmol) and p-toluenesulfonic acid monohydrate (164 mg, 0.86 mmol) in benzene (150 ml) in a flask equipped with a Dean-Stark trap and a condenser. The mixture was heated at reflux for 12 hrs, cooled, and extracted with 2 M NaOH (100 ml), and brine (100 ml×3). The solution was dried over MgSO4, and the solvent evaporated to the title compound in quantitative yield.